Task: describe an organic reaction: reactants, conditions, products, and yield. Dataset: the Open Reaction Database (ORD), a public repository of structured organic reaction records Starting materials: [S] (sulphur), NC1=C(C=CC(=C1)[N+](=O)[O-])[O-] (2-amino-4-nitrophenolate), Cl (hydrochloric acid). Product: NC1=C(C=CC(=C1)[N+](=O)[O-])O (2-amino-4-nitrophenol). RXN SMILES: [S].[NH2:2][C:3]1[CH:8]=[C:7]([N+:9]([O-:11])=[O:10])[CH:6]=[CH:5][C:4]=1[O-:12].Cl>>[NH2:2][C:3]1[CH:8]=[C:7]([N+:9]([O-:11])=[O:10])[CH:6]=[CH:5][C:4]=1[OH:12] |^3:0|. Procedure details: The preparation of sodium 2,4-dinitrophenolate and the hydrosulphide reduction to give sodium 2-amino-4-nitrophenolate is carried out in accordance with the statements of Example 8. When the reduction has ended, the sulphur-containing 2-amino-4-nitrophenolate solution is added to 310 parts of 30% strength aqueous hydrochloric acid. The sulphur is filtered off from the solution of 2-amino-4-nitro-phenol hydrochloride and 8 parts of concentrated hydrosulphite (sodium dithionite) are added to the f... The reactants are CCOC(CBr)OCC, COc1ccc(CCCO)cc1OC, C[N+](=O)[O-], O=C(O)C(F)(F)F. The product is COc1cc2c(cc1OC)C(CBr)OCCC2. RXN SMILES: [CH2:15]([O:16][CH:18]([O:17][CH2:21][CH3:22])[CH2:19][Br:20])[CH3:23].[CH3:1][O:2][c:3]1[cH:4][c:5]([CH2:11][CH2:12][CH2:13][OH:14])[cH:6][cH:7][c:8]1[O:9][CH3:10].[N+:31]([CH3:32])([O-:33])=[O:34].[OH:24][C:25]([C:26]([F:27])([F:28])[F:29])=[O:30]>>[CH3:1][O:2][c:3]1[cH:4][c:5]2[c:6]([cH:7][c:8]1[O:9][CH3:10])[CH:18]([CH2:19][Br:20])[O:14][CH2:13][CH2:12][CH2:11]2. Starting materials: O (water), NC=1C(=CC2=C(N(N=C2C1)C1=CC=C(C=C1)F)C#N)Br (6-amino-5-bromo-2-(4-fluorophenyl)-2H-indazole-3-carbonitrile), [OH-].[Na+] (NaOH), Cl (HCl). Conditions: temperature 100 celsius. The product is NC=1C(=CC2=C(N(N=C2C1)C1=CC=C(C=C1)F)C(=O)O)Br (6-amino-5-bromo-2-(4-fluorophenyl)-2H-indazole-3-carboxylic acid). RXN SMILES: [NH2:1][C:2]1[C:3]([Br:20])=[CH:4][C:5]2[C:9]([CH:10]=1)=[N:8][N:7]([C:11]1[CH:16]=[CH:15][C:14]([F:17])=[CH:13][CH:12]=1)[C:6]=2[C:18]#N.[OH2:21].Cl.[OH-:23].[Na+]>>[NH2:1][C:2]1[C:3]([Br:20])=[CH:4][C:5]2[C:9]([CH:10]=1)=[N:8][N:7]([C:11]1[CH:16]=[CH:15][C:14]([F:17])=[CH:13][CH:12]=1)[C:6]=2[C:18]([OH:23])=[O:21] |f:3.4|. The yield is 85.0%. Procedure: A suspension of 6-amino-5-bromo-2-(4-fluorophenyl)-2H-indazole-3-carbonitrile (50 mg, 0.14 mmol) in 10% NaOH (5 mL) was heated at 100° C. for 48 h. The reaction mixture was cooled to RT and poured into water (10 mL). After pH was adjusted to 4 with 1 N HCl, the mixture was extracted with EtOAc. The combined organic phases were washed with brine, dried over Na2SO4, filtered and evaporated to get 6-amino-5-bromo-2-(4-fluorophenyl)-2H-indazole-3-carboxylic acid (45 mg, yield: 85%). 1H-NMR (DMSO-d6,... Isolated yield 11.8%. Yields the product COC1=C(C=C2C(NCC2)=O)C=CC=C1 (3-(2′-methoxybenzylidene)-2-pyrrolidone). Reported procedure: Sodium hydride (16 g) was suspended in tetrahydrofuran (100 ml) and a solution of N-acetylpyrrolidone (25 g) and o-anisaldehyde (26.8 g) in tetrahydrofuran (100 ml) was added dropwise under ice-cooling. After completion of the reaction, the reaction mixture was poured into water. The mixture was acidified with hydrochloric acid and extracted with ethyl acetate. The organic layer was dried over anhydrous magnesium sulfate. After filtration, the solvent was evaporated under reduced pressure to giv... Solvent: O (water), O1CCCC1 (tetrahydrofuran), O1CCCC1 (tetrahydrofuran). Starting materials: [H-].[Na+] (Sodium hydride), Cl (hydrochloric acid), C(C)(=O)N1C(CCC1)=O (N-acetylpyrrolidone), C(C=1C(=CC=CC1)OC)=O (o-anisaldehyde). Reaction SMILES: [H-].[Na+].C([N:6]1[CH2:10][CH2:9][CH2:8][C:7]1=[O:11])(=O)C.[CH:12](=O)[C:13]1[C:14]([O:19][CH3:20])=[CH:15][CH:16]=[CH:17][CH:18]=1.Cl>O1CCCC1.O>[CH3:20][O:19][C:14]1[CH:15]=[CH:16][CH:17]=[CH:18][C:13]=1[CH:12]=[C:8]1[CH2:9][CH2:10][NH:6][C:7]1=[O:11] |f:0.1|. The reactants are FC(C(=O)[O-])(F)F.NC=1C(=NC(=C(N1)N)Cl)C(=O)NC[C@H](CCC)[N+](C)(C)CCCC1=CC=C(C=C1)OC (((S)-1-{[(3,5-Diamino-6-chloro-pyrazine-2-carbonyl)-amino]-methyl}-butyl)-[3-(4-methoxy-phenyl)-propyl]-dimethyl-ammonium trifluoroacetate), B(Br)(Br)Br (BBr3), solution. The solvent is C(Cl)Cl (DCM), CCCCCCC (heptane). Conditions: time 8 hour. The product is FC(C(=O)[O-])(F)F.NC=1C(=NC(=C(N1)N)Cl)C(=O)NC[C@H](CCC)[N+](C)(C)CCCC1=CC=C(C=C1)O (((S)-1-{[(3,5-Diamino-6-chloro-pyrazine-2-carbonyl)-amino]-methyl}-butyl)-[3-(4-hydroxy-phenyl)-propyl]-dimethyl-ammonium trifluoroacetate). RXN SMILES: [F:1][C:2]([F:7])([F:6])[C:3]([O-:5])=[O:4].[NH2:8][C:9]1[C:10]([C:17]([NH:19][CH2:20][C@@H:21]([N+:25]([CH2:28][CH2:29][CH2:30][C:31]2[CH:36]=[CH:35][C:34]([O:37]C)=[CH:33][CH:32]=2)([CH3:27])[CH3:26])[CH2:22][CH2:23][CH3:24])=[O:18])=[N:11][C:12]([Cl:16])=[C:13]([NH2:15])[N:14]=1.B(Br)(Br)Br>C(Cl)Cl.CCCCCCC>[F:1][C:2]([F:7])([F:6])[C:3]([O-:5])=[O:4].[NH2:8][C:9]1[C:10]([C:17]([NH:19][CH2:20][C@@H:21]([N+:25]([CH2:28][CH2:29][CH2:30][C:31]2[CH:36]=[CH:35][C:34]([OH:37])=[CH:33][CH:32]=2)([CH3:27])[CH3:26])[CH2:22][CH2:23][CH3:24])=[O:18])=[N:11][C:12]([Cl:16])=[C:13]([NH2:15])[N:14]=1 |f:0.1,5.6|. Procedure details: To a solution of ((S)-1-{[(3,5-diamino-6-chloro-pyrazine-2-carbonyl)-amino]-methyl}-butyl)-[3-(4-methoxy-phenyl)-propyl]-dimethyl-ammonium trifluoroacetate (Example 120) (313 mg, 0.556 mmol) in DCM (100 mL) is added BBr3 (3.34 mL of a 1M solution in heptane, 3.34 mmol). The reaction mixture is stirred at RT overnight. The reaction mixture is quenched cautiously by the addition of water then the organic solvents are removed in vacuo. Purification by reverse phase column chromatography (Isolute™ C...